Task: describe an organic reaction: reactants, conditions, products, and yield. Dataset: the Open Reaction Database (ORD), a public repository of structured organic reaction records The reactants are [BH4-].[Na+] (sodium borohydride), FC1=C(C2=C(C(C3=C1C=CC=C3)=O)C=CC=C2)F (10,11-difluoro-5H-dibenzo[a,d]cyclohepten-5-one). The solvent is O (water), O (water), CO (methanol), CO (methanol). Run at time 1 hour. The product is FC1=C(C2=C(C(C3=C1C=CC=C3)O)C=CC=C2)F (10,11-difluoro-5H-dibenzo[a,d]cyclohepten-5-ol). RXN SMILES: [BH4-].[Na+].[F:3][C:4]1[C:10]2[CH:11]=[CH:12][CH:13]=[CH:14][C:9]=2[C:8](=[O:15])[C:7]2[CH:16]=[CH:17][CH:18]=[CH:19][C:6]=2[C:5]=1[F:20]>O.CO>[F:3][C:4]1[C:10]2[CH:11]=[CH:12][CH:13]=[CH:14][C:9]=2[CH:8]([OH:15])[C:7]2[CH:16]=[CH:17][CH:18]=[CH:19][C:6]=2[C:5]=1[F:20] |f:0.1|. Reported procedure: In a similar manner, a solution of 0.20 gram (52 millimoles) of sodium borohydride in 5 milliliters of water was added dropwise with stirring to a boiling refluxing solution of 0.50 gram (21 millimoles) of 10,11-difluoro-5H-dibenzo[a,d]cyclohepten-5-one in 50 milliliters of methanol; the stirring and refluxing were continued for one hour, and the mixture thereafter allowed to cool. Most of methanol then was vaporized from the mixture, water added and stirred to obtain white crystalline 10,11-dif... The reactants are O=C1NC(=O)c2ccccc21, CC(C)(C)[O-], Cc1ncc(CCl)n1-c1ccc(Cl)cc1Cc1ccccc1F, [K+], [K], C1CCOC1. The product is Cc1ncc(CN2C(=O)c3ccccc3C2=O)n1-c1ccc(Cl)cc1Cc1ccccc1F. Reaction SMILES: [C:30]1(=[O:40])[c:31]2[c:32]([cH:36][cH:37][cH:38][cH:39]2)[C:33](=[O:35])[NH:34]1.[CH3:24][C:25]([CH3:26])([O-:27])[CH3:28].[Cl:1][CH2:2][c:3]1[cH:4][n:5][c:6]([CH3:23])[n:7]1-[c:8]1[c:9]([CH2:15][c:16]2[c:17]([F:22])[cH:18][cH:19][cH:20][cH:21]2)[cH:10][c:11]([Cl:14])[cH:12][cH:13]1.[K+:29].[K:41].[O:42]1[CH2:43][CH2:44][CH2:45][CH2:46]1>>[CH2:2]([c:3]1[cH:4][n:5][c:6]([CH3:23])[n:7]1-[c:8]1[c:9]([CH2:15][c:16]2[c:17]([F:22])[cH:18][cH:19][cH:20][cH:21]2)[cH:10][c:11]([Cl:14])[cH:12][cH:13]1)[N:34]1[C:30](=[O:40])[c:31]2[c:32]([cH:36][cH:37][cH:38][cH:39]2)[C:33]1=[O:35].